From a dataset of the Open Reaction Database (ORD), a public repository of structured organic reaction records. describe an organic reaction: reactants, conditions, products, and yield Starting materials: ClC1=CC=C(C=C1)N=C=O (4-chlorophenylisocyanate), NCC(C)(C)C=1NC(=C(N1)C=1C=CC(=C(C1)O)Cl)C1=CC=NC=C1 (5-(2-(2-Amino-1,1-dimethyl-ethyl)-5-pyridin-4-yl-1H-imidazol-4-yl)-2-chloro-phenol). Run in ClCCl (dichloromethane), CO (methanol). Conditions: time 30 minute. Product: ClC1=C(C=C(C=C1)C=1N=C(NC1C1=CC=NC=C1)C(CNC(=O)NC1=CC=C(C=C1)Cl)(C)C)O (1-(2-(4-(4-Chloro-3-hydroxy-phenyl)-5-pyridin-4-yl-1H-imidazol-2-yl)-2-methyl-propyl)-3-(4-chlorophenyl)-urea). Isolated yield 48.3%. As a reaction SMILES: [Cl:1][C:2]1[CH:7]=[CH:6][C:5]([N:8]=[C:9]=[O:10])=[CH:4][CH:3]=1.[NH2:11][CH2:12][C:13]([C:16]1[NH:17][C:18]([C:29]2[CH:34]=[CH:33][N:32]=[CH:31][CH:30]=2)=[C:19]([C:21]2[CH:22]=[CH:23][C:24]([Cl:28])=[C:25]([OH:27])[CH:26]=2)[N:20]=1)([CH3:15])[CH3:14]>ClCCl.CO>[Cl:28][C:24]1[CH:23]=[CH:22][C:21]([C:19]2[N:20]=[C:16]([C:13]([CH3:14])([CH3:15])[CH2:12][NH:11][C:9]([NH:8][C:5]3[CH:6]=[CH:7][C:2]([Cl:1])=[CH:3][CH:4]=3)=[O:10])[NH:17][C:18]=2[C:29]2[CH:30]=[CH:31][N:32]=[CH:33][CH:34]=2)=[CH:26][C:25]=1[OH:27]. Procedure: A solution of 4-chlorophenylisocyanate (46 mg, 0.3 mmol) in dichloromethane (5 ml) was treated with a solution of Example 3 (103 mg, 0.3 mmol) in methanol (1 ml). After stirring at room temperature for 30 min the solution was concentrated under reduced pressure and the residue chromatographed on silica gel eluting with dichloromethane/methanol (10:1) to the give the title compound (72 mg, 48%) as a pale yellow solid; MS(ES+) m/e 496/498/500 [M+H]+.